This data is from the Open Reaction Database (ORD), a public repository of structured organic reaction records. The task is: describe an organic reaction: reactants, conditions, products, and yield Reactants: ClC1=C(C(=CC=C1)Cl)CS(=O)(=O)C=1C=C2CC(NC2=CC1)=O (5-(2,6-Dichlorophenylmethanesulfonyl)-1,3-dihydro-indol-2-one), C(=O)C1=C(C(=C(N1)C)C(=O)O)C (5-formyl-2,4-dimethyl-1H-pyrrole-3-carboxylic acid). Product: ClC1=C(C(=CC=C1)Cl)CS(=O)(=O)C=1C=C2/C(/C(NC2=CC1)=O)=C/C1=C(C(=C(N1)C)C(=O)O)C (5-[5-(2,6-dichlorophenylmethanesulfonyl)-2-oxo-1,2-dihydro-indol-(3Z)-ylidenemethyl]-2,4-dimethyl-1H-pyrrole-3-carboxylic acid). Reaction SMILES: [Cl:1][C:2]1[CH:7]=[CH:6][CH:5]=[C:4]([Cl:8])[C:3]=1[CH2:9][S:10]([C:13]1[CH:14]=[C:15]2[C:19](=[CH:20][CH:21]=1)[NH:18][C:17](=[O:22])[CH2:16]2)(=[O:12])=[O:11].[CH:23]([C:25]1[NH:29][C:28]([CH3:30])=[C:27]([C:31]([OH:33])=[O:32])[C:26]=1[CH3:34])=O>>[Cl:8][C:4]1[CH:5]=[CH:6][CH:7]=[C:2]([Cl:1])[C:3]=1[CH2:9][S:10]([C:13]1[CH:14]=[C:15]2[C:19](=[CH:20][CH:21]=1)[NH:18][C:17](=[O:22])/[C:16]/2=[CH:23]\[C:25]1[NH:29][C:28]([CH3:30])=[C:27]([C:31]([OH:33])=[O:32])[C:26]=1[CH3:34])(=[O:12])=[O:11]. Procedure details: 5-(2,6-Dichlorophenylmethanesulfonyl)-1,3-dihydro-indol-2-one was condensed with 5-formyl-2,4-dimethyl-1H-pyrrole-3-carboxylic acid using the general condensation method to give 5-[5-(2,6-dichlorophenylmethanesulfonyl)-2-oxo-1,2-dihydro-indol-(3Z)-ylidenemethyl]-2,4-dimethyl-1H-pyrrole-3-carboxylic acid. Starting materials: Fc1ccc(Br)cc1, CC(O)C1CC1, [H-], [Na+], CN(C)C=O. Product: CC(Oc1ccc(Br)cc1)C1CC1. Reaction SMILES: [Br:9][c:10]1[cH:11][cH:12][c:13]([F:16])[cH:14][cH:15]1.[CH:3]1([CH:6]([CH3:7])[OH:8])[CH2:4][CH2:5]1.[H-:2].[Na+:1].[O:17]=[CH:18][N:19]([CH3:20])[CH3:21]>>[CH:3]1([CH:6]([CH3:7])[O:8][c:13]2[cH:12][cH:11][c:10]([Br:9])[cH:15][cH:14]2)[CH2:4][CH2:5]1. The reactants are CC[C@@]1(C2=C(COC1=O)C(=O)N3CC=4C=C5C=CC=CC5=NC4C3=C2)O (camptothecin), C1OC=2C=C(OCC(=O)O)C=CC2O1 (3,4-methylenedioxyphenoxyacetic acid), CCN=C=NCCCN(C)C (EDCI). Reagents/catalysts: CN(C)C=1C=CN=CC1 (DMAP). Solvent: ClCCl (dichloromethane), ClCCl (dichloromethane). Run at time 20 hour. Product: CC[C@@]1(C2=C(COC1=O)C(=O)N3CC=4C=C5C=CC=CC5=NC4C3=C2)O.C1OC=2C=C(OCC(=O)[O-])C=CC2O1 (camptothecin 20-O-3,4-methylenedioxyphenoxyacetate). The yield is 50.8%. As a reaction SMILES: [CH3:1][CH2:2][C@@:3]1([OH:26])[C:8](=[O:9])[O:7][CH2:6][C:5]2[C:10]([N:12]3[C:24](=[CH:25][C:4]1=2)[C:23]1[N:22]=[C:21]2[C:16]([CH:17]=[CH:18][CH:19]=[CH:20]2)=[CH:15][C:14]=1[CH2:13]3)=[O:11].[CH2:27]1[O:40][C:39]2[CH:38]=[CH:37][C:31]([O:32][CH2:33][C:34]([OH:36])=[O:35])=[CH:30][C:29]=2[O:28]1.CCN=C=NCCCN(C)C>CN(C1C=CN=CC=1)C.ClCCl>[CH3:1][CH2:2][C@@:3]1([OH:26])[C:8](=[O:9])[O:7][CH2:6][C:5]2[C:10]([N:12]3[C:24](=[CH:25][C:4]1=2)[C:23]1[N:22]=[C:21]2[C:16]([CH:17]=[CH:18][CH:19]=[CH:20]2)=[CH:15][C:14]=1[CH2:13]3)=[O:11].[CH2:27]1[O:40][C:39]2[CH:38]=[CH:37][C:31]([O:32][CH2:33][C:34]([O-:36])=[O:35])=[CH:30][C:29]=2[O:28]1 |f:5.6|. Procedure: The mixture of camptothecin (10 mg, 0.029 mmol), 3,4-methylenedioxyphenoxyacetic acid (8 mg, 0.042 mmol), EDCI (28 mg, 0.15 mmol), DMAP (2 mg, 0.02 mmol) and dichloromethane (3 ml) was stirred in the room temperature for 20 h, then dichloromethane (20 ml) was added to the solution. Organic layer was washed with water (20 ml), saturated NaHCO3 aqueous solution (10 ml) and brine (20 ml), and then dried over MgSO4. After the solvent was removed under reduced pressure, the resulting solid was separa... Reactants: C(O)([O-])=O.[Na+] (sodium hydrogencarbonate), NC1=NC=C(C=C1)F (2-amino-5-fluoropyridine), CS(=O)C (dimethyl sulfoxide), IN1C(CCC1=O)=O (N-iodosuccinimide). The solvent is C(C)(=O)O (acetic acid). Run at time 1 hour. The product is FC=1C=C(C(=NC1)N)I (5-Fluoro-3-iodo-pyridin-2-ylamine). Yield: 17.7%. Reaction SMILES: [NH2:1][C:2]1[CH:7]=[CH:6][C:5]([F:8])=[CH:4][N:3]=1.CS(C)=O.[I:13]N1C(=O)CCC1=O.C(=O)([O-])O.[Na+]>C(O)(=O)C>[F:8][C:5]1[CH:6]=[C:7]([I:13])[C:2]([NH2:1])=[N:3][CH:4]=1 |f:3.4|. Procedure: To a mixture of 2-amino-5-fluoropyridine (2.0 g, 17.8 mmol) and dimethyl sulfoxide (50 mL) was added N-iodosuccinimide (4.8 g, 21.4 mmol), which was stirred for 1 hour at room temperature. A suitable amount of acetic acid was added to this mixture, which was stirred for 1 hour at the same temperature, and then stirred for another 3 hours at 55° C. This reaction mixture was cooled to room temperature, after which a saturated sodium hydrogencarbonate aqueous solution was added, and the mixture was... Reactants: COc1ccc(C=CS(=O)(=O)Cl)cc1, Nc1ccc(F)cc1. The product is COc1ccc(C=CS(=O)(=O)Nc2ccc(F)cc2)cc1. As a reaction SMILES: [CH3:1][O:2][c:3]1[cH:4][cH:5][c:6]([CH:7]=[CH:8][S:9](=[O:10])(=[O:11])[Cl:12])[cH:13][cH:14]1.[NH2:15][c:16]1[cH:17][cH:18][c:19]([F:20])[cH:21][cH:22]1>>[CH3:1][O:2][c:3]1[cH:4][cH:5][c:6]([CH:7]=[CH:8][S:9](=[O:10])(=[O:11])[NH:15][c:16]2[cH:17][cH:18][c:19]([F:20])[cH:21][cH:22]2)[cH:13][cH:14]1. Starting materials: CC1(CC(=O)CC(=O)C1)C (dimedone), C1(=CC=C(C=C1)S(=O)(=O)O)C (p-toluene sulfonic acid), glass-liner. The reagents and catalysts are [Pd] (Pd/C). The solvent is C(C)(C)O (isopropanol). Reaction conditions: temperature 85 celsius, time 10 minute. The product is CC1(CC(CCC1)=O)C (3,3-Dimethylcyclohexan-1-one). As a reaction SMILES: [CH3:1][C:2]1([CH3:10])[CH2:9][C:7](=O)[CH2:6][C:4](=[O:5])[CH2:3]1.C1(C)C=CC(S(O)(=O)=O)=CC=1>[Pd].C(O)(C)C>[CH3:1][C:2]1([CH3:10])[CH2:9][CH2:7][CH2:6][C:4](=[O:5])[CH2:3]1. Reported procedure: 312 mg of 5% Pd/C were placed in a 37 mL glass-liner. 4.38 g of dimedone (31 mmol), 7.8 g of isopropanol (10 mL) and 174 mg of p-toluene sulfonic acid (1 mmol) were added. The glass-liner was closed and stirring was started with 500 rpm. The autoclave was flushed three times with 5 bara N2. The stirrer was turned off. The autoclave was pressurized with 5 bara H2 for 10 minutes for pressure check. The pressure was released. The stirrer was turned on again to 500 rpm and the autoclave was heated t...